Dataset: the Open Reaction Database (ORD), a public repository of structured organic reaction records. Task: describe an organic reaction: reactants, conditions, products, and yield The reactants are C([O-])([O-])=O.[K+].[K+] (potassium carbonate), ClC1=CC=C(C=C1)CCC(CN1C=NC=C1)=O (1-[4-(4-chlorophenyl)butan-2-on-1-yl]imidazole), CC(CO)(CO)C (2,2-dimethylpropane-1,3-diol), C1(=CC=C(C=C1)S(=O)(=O)O)C (p-toluenesulfonic acid). The solvent is C1(=CC=CC=C1)C (toluene). The product is ClC1=CC=C(C=C1)CCC1(OCC(CO1)(C)C)CN1C=NC=C1 (1-[[2-(2-(4-chlorophenyl)ethyl)-5,5-dimethyl-1,3-dioxan-2-yl]methyl]imidazole). Yield: 37.1%. RXN SMILES: [Cl:1][C:2]1[CH:7]=[CH:6][C:5]([CH2:8][CH2:9][C:10](=[O:17])[CH2:11][N:12]2[CH:16]=[CH:15][N:14]=[CH:13]2)=[CH:4][CH:3]=1.[CH3:18][C:19]([CH3:24])([CH2:22]O)[CH2:20][OH:21].C1(C)C=CC(S(O)(=O)=O)=CC=1.C(=O)([O-])[O-].[K+].[K+]>C1(C)C=CC=CC=1>[Cl:1][C:2]1[CH:7]=[CH:6][C:5]([CH2:8][CH2:9][C:10]2([CH2:11][N:12]3[CH:16]=[CH:15][N:14]=[CH:13]3)[O:21][CH2:20][C:19]([CH3:24])([CH3:22])[CH2:18][O:17]2)=[CH:4][CH:3]=1 |f:3.4.5|. Procedure: A mixture of 1-[4-(4-chlorophenyl)butan-2-on-1-yl]imidazole (2.0 g), 2,2-dimethylpropane-1,3-diol (0.84 g) and anhydrous p-toluenesulfonic acid (1.39 g) in toluene (20 ml) were heated under reflux through a Dean-Stark trap for 2 hours. The resulting mixture was poured into aqueous potassium carbonate solution, extracted with ether (2×100 ml) and the extracts dried (MgSO4). After removal of the solvent, the crude reaction product was chromatographed on silica gel eluting with 7% methanol in methy... Product: COC=1C=C(C=CC1)C12CCNCC2(CCCC1)C (4a-(3-Methoxyphenyl)-8a-methyloctahydroisoquinoline). Solvent: ClCCCl (1,2-dichloroethane). Starting materials: CN1CC2(CCCCC2(CC1)C1=CC(=CC=C1)OC)C (N-Methyl-4a-(3-methoxyphenyl)-8a-methyloctahydroisoquinoline), ClC(=O)[O-] (chloroformate). Procedure: To a solution of 430 mg (1.59 mmol) of 9 in anhydrous 1,2-dichloroethane (15 mL) at reflux was added 250 mg (1.75 mmol) of 1-chloethyl chloroformate drop wise. The resulting solution was heated under reflux for 20 h and then cooled to room temperature. The mixture was washed with saturated sodium bicarbonate solution, water, the organic layer evaporated, and the resulting oil dissolved immediately in methanol and refluxed overnight. After cooling to room temperature, the methanol was removed und... Reaction SMILES: C[N:2]1[CH2:11][CH2:10][C:9]2([C:12]3[CH:17]=[CH:16][CH:15]=[C:14]([O:18][CH3:19])[CH:13]=3)[C:4]([CH3:20])([CH2:5][CH2:6][CH2:7][CH2:8]2)[CH2:3]1.ClC([O-])=O>ClCCCl>[CH3:19][O:18][C:14]1[CH:13]=[C:12]([C:9]23[CH2:8][CH2:7][CH2:6][CH2:5][C:4]2([CH3:20])[CH2:3][NH:2][CH2:11][CH2:10]3)[CH:17]=[CH:16][CH:15]=1. RXN SMILES: C([OH:3])C.[OH:4][C:5]1[C:6]([C:19](=NO)[CH2:20][CH2:21][C:22]2[S:23][C:24]3[CH:33]=[C:32]([C:34]([F:37])([F:36])[F:35])[CH:31]=[CH:30][C:25]=3[C:26]=2[CH2:27][CH2:28][CH3:29])=[CH:7][C:8]([CH3:18])=[C:9]([CH:17]=1)[O:10][CH2:11][C:12]([O:14]CC)=[O:13].O.[OH-].[Li+].Cl>O>[OH:4][C:5]1[C:6]([C:19](=[O:3])[CH2:20][CH2:21][C:22]2[S:23][C:24]3[CH:33]=[C:32]([C:34]([F:36])([F:35])[F:37])[CH:31]=[CH:30][C:25]=3[C:26]=2[CH2:27][CH2:28][CH3:29])=[CH:7][C:8]([CH3:18])=[C:9]([CH:17]=1)[O:10][CH2:11][C:12]([OH:14])=[O:13] |f:2.3.4|. Run in O (water), ice water. Yields the product OC=1C(=CC(=C(OCC(=O)O)C1)C)C(CCC=1SC2=C(C1CCC)C=CC(=C2)C(F)(F)F)=O (5-Hydroxy-2-methyl-4-[3-[3-propyl-6-(trifluoromethyl)benzothiophen-2-yl]propionyl]phenoxyacetic acid). Isolated yield 69.0%. Reactants: Cl (HCl), C(C)O (ethanol), OC=1C(=CC(=C(OCC(=O)OCC)C1)C)C(CCC=1SC2=C(C1CCC)C=CC(=C2)C(F)(F)F)=NO (ethyl 5-hydroxy-2-methyl-4-[1-hydroxyimino-3-[3-propyl-6-(trifluoromethyl)-benzothiophen-2-yl]propyl]phenoxyacetate), O.[OH-].[Li+] (lithium hydroxide monohydrate). Procedure details: To a mixture of ethanol (0.2 mL) and water (0.1 mL) was suspended ethyl 5-hydroxy-2-methyl-4-[1-hydroxyimino-3-[3-propyl-6-(trifluoromethyl)-benzothiophen-2-yl]propyl]phenoxyacetate (15 mg, 0.0295 mmol) obtained above. After the addition of lithium hydroxide monohydrate (3.7 mg, 0.0885 mmol), the suspension was heated for 1 hour under reflux, and then allowed to cool to room temperature and diluted with ice-water. The mixture was acidified by addition of 1M HCl and extracted with ethyl acetate. ...